This data is from the Open Reaction Database (ORD), a public repository of structured organic reaction records. The task is: describe an organic reaction: reactants, conditions, products, and yield The reactants are O=C(O)C1Cc2c([nH]c3ccccc23)CN1, CCO, CSCCl, [K+], [OH-], S=C=S. The product is CSCSC(=S)N1Cc2[nH]c3ccccc3c2CC1C(=O)O. As a reaction SMILES: [CH2:1]1[NH:2][CH:3]([C:14](=[O:15])[OH:16])[CH2:4][c:5]2[c:6]3[cH:7][cH:8][cH:9][cH:10][c:11]3[nH:12][c:13]21.[CH3:19][CH2:20][OH:21].[CH3:22][S:23][CH2:24][Cl:25].[K+:18].[OH-:17].[S:26]=[C:27]=[S:28]>>[CH2:1]1[N:2]([C:27](=[S:26])[S:28][CH2:24][S:23][CH3:22])[CH:3]([C:14](=[O:15])[OH:16])[CH2:4][c:5]2[c:6]3[cH:7][cH:8][cH:9][cH:10][c:11]3[nH:12][c:13]21. Reactants: C1CCNCC1, Cc1cc(=O)c2cccc(C=O)c2o1, CC(=O)O, ClCCl, CC(=O)CC(=O)OCC1CC1. The product is CC(=O)C(=Cc1cccc2c(=O)cc(C)oc12)C(=O)OCC1CC1. As a reaction SMILES: [CH2:30]1[CH2:31][CH2:32][NH:33][CH2:34][CH2:35]1.[CH3:1][c:2]1[o:3][c:4]2[c:5]([CH:13]=[O:14])[cH:6][cH:7][cH:8][c:9]2[c:10](=[O:12])[cH:11]1.[CH3:26][C:27](=[O:28])[OH:29].[Cl:36][CH2:37][Cl:38].[O:15]=[C:16]([CH2:17][C:18](=[O:19])[O:20][CH2:21][CH:22]1[CH2:23][CH2:24]1)[CH3:25]>>[CH3:1][c:2]1[o:3][c:4]2[c:5]([CH:13]=[C:17]([C:16](=[O:15])[CH3:25])[C:18](=[O:19])[O:20][CH2:21][CH:22]3[CH2:23][CH2:24]3)[cH:6][cH:7][cH:8][c:9]2[c:10](=[O:12])[cH:11]1. Starting materials: O=C([O-])[O-], C[N+](C)(C)Cc1ccccc1, CO, [Ca+2], ClCCl, O=I(=O)Cl, O=I(=O)Cl, Nc1cccc2c1OCO2, O. The product is Nc1ccc(I)c2c1OCO2. Reaction SMILES: [C:1](=[O:2])([O-:3])[O-:4].[CH3:24][N+:25]([CH3:26])([CH3:27])[CH2:28][c:29]1[cH:30][cH:31][cH:32][cH:33][cH:34]1.[CH3:38][OH:39].[Ca+2:5].[Cl:35][CH2:36][Cl:37].[I:16]([Cl:17])(=[O:18])=[O:19].[I:20]([Cl:21])(=[O:22])=[O:23].[O:6]1[CH2:7][O:8][c:9]2[c:10]1[cH:11][cH:12][cH:13][c:14]2[NH2:15].[OH2:40]>>[O:6]1[CH2:7][O:8][c:9]2[c:10]1[c:11]([I:16])[cH:12][cH:13][c:14]2[NH2:15]. Reaction SMILES: [C-:1]#[N:2].[K+].CS(O[C@H:9]1[CH2:13][CH2:12][N:11]([C:14]([O:16][C:17]([CH3:20])([CH3:19])[CH3:18])=[O:15])[CH2:10]1)(=O)=O.O>CS(C)=O>[C:1]([C@@H:9]1[CH2:13][CH2:12][N:11]([C:14]([O:16][C:17]([CH3:20])([CH3:19])[CH3:18])=[O:15])[CH2:10]1)#[N:2] |f:0.1|. Starting materials: [C-]#N.[K+] (Potassium cyanide), CS(=O)(=O)O[C@@H]1CN(CC1)C(=O)OC(C)(C)C (tert-butyl (3S)-3-[(methylsulphonyl)oxy]-1-pyrrolidinecarboxylate), O (water). Reaction conditions: time 18 hour. Run in CS(=O)C (dimethylsulphoxide). Procedure details: Potassium cyanide (5.80 g, 89.0 mmol) was added to a solution of tert-butyl (3S)-3-[(methylsulphonyl)oxy]-1-pyrrolidinecarboxylate (preparation 78) (9.35 g, 35.3 mmol) in dimethylsulphoxide (100 ml), and the reaction stired at room temperature for 18 hrs, and then at 100° C. for a further 24 hrs. The cooled mixture was poured into water and extracted well with ethyl acetate. The combined organic extracts were washed with brine, dried over MgSO4 and concentrated under reduced pressure. The residu... Product: C(#N)[C@H]1CN(CC1)C(=O)OC(C)(C)C (tert-Butyl (3R)-3-Cyano-1-pyrrolidinecarboxylate). Isolated yield 61.8%. Starting materials: CC(=O)O (HOAc), [N+](=O)([O-])C1=CC=C(C=C1)C1CCNCC1 (4-(4-Nitrophenyl)piperidine), [BH3-]C#N.[Na+] (NaBH3CN), (1-ethoxycycloproxy)trimethylsilane. Run in CO (MeOH). Reaction conditions: time 40 minute. Product: C1(CC1)N1CCC(CC1)C1=CC=C(C=C1)[N+](=O)[O-] (1-cyclopropyl-4-(4-nitrophenyl)piperidine). As a reaction SMILES: [N+:1]([C:4]1[CH:9]=[CH:8][C:7]([CH:10]2[CH2:15][CH2:14][NH:13][CH2:12][CH2:11]2)=[CH:6][CH:5]=1)([O-:3])=[O:2].[BH3-][C:17]#N.[Na+].[CH3:20][C:21](O)=O>CO>[CH:21]1([N:13]2[CH2:12][CH2:11][CH:10]([C:7]3[CH:8]=[CH:9][C:4]([N+:1]([O-:3])=[O:2])=[CH:5][CH:6]=3)[CH2:15][CH2:14]2)[CH2:20][CH2:17]1 |f:1.2|. Procedure details: 4-(4-Nitrophenyl)piperidine (1.00 g, 4.85 mmol) was dissolved in 80 mL MeOH and 2 mL HOAc. To it was added (1-ethoxycycloproxy)trimethylsilane, and the mixture was stirred at RT for 40 min To it was then added NaBH3CN (1.83 g, 29.0 mmol), and the mixture was stirred in 65° C. bath for overnight. It was concentrated in vacuo to dryness, diluted with 120 mL EtOAc, washed with 1N NaOH and water ×2, dried, concentrated in vacuo, and subjected to silica flash column using 0 to 4% MeOh in DCM to isola...